From a dataset of the Open Reaction Database (ORD), a public repository of structured organic reaction records. describe an organic reaction: reactants, conditions, products, and yield Run at temperature 53 celsius, time 30 minute. Procedure details: Seventh Step: 1.76 g of well dried magnesium and 10 mL of THF were placed in a reactor under nitrogen atmosphere, and heated to 53° C. 17.2 g of the compound (1) dissolved in 30 mL of THF was slowly added dropwise thereto at a temperature range of from 50 to 56° C., followed by stirring for 30 minutes. Thereafter, 6.0 g of the compound (16) dissolved in 10 mL of THF was slowly added dropwise thereto at a temperature range of from 50 to 55° C., followed by stirring for 30 minutes. After cooling t... RXN SMILES: [Mg].Br[C:3]1[CH:8]=[CH:7][C:6]([O:9][CH2:10][CH3:11])=[C:5]([F:12])[C:4]=1[F:13].[CH:14]([CH:16]1[CH2:21][CH2:20][C:19](=[O:22])[CH2:18][CH2:17]1)=[CH2:15].Cl>C1COCC1.C1(C)C=CC=CC=1>[CH2:10]([O:9][C:6]1[CH:7]=[CH:8][C:3]([C:19]2([OH:22])[CH2:20][CH2:21][CH:16]([CH:14]=[CH2:15])[CH2:17][CH2:18]2)=[C:4]([F:13])[C:5]=1[F:12])[CH3:11]. Yields the product C(C)OC1=C(C(=C(C=C1)C1(CCC(CC1)C=C)O)F)F (1-(4-ethoxy-2,3-difluorophenyl)-4-vinylcyclohexanol). Solvent: C1(=CC=CC=C1)C (toluene), C1CCOC1 (THF), C1CCOC1 (THF), C1CCOC1 (THF). Yield: 135.6%. Reactants: Cl (hydrochloric acid), BrC1=C(C(=C(C=C1)OCC)F)F (1-bromo-4-ethoxy-2,3-difluorobenzene), C(=C)C1CCC(CC1)=O (4-vinylcyclohexanone), [Mg] (magnesium). The reactants are BrC1=CC(=C(C=C1)N1C=NC(=C1C[N+](C)(C)C)C)C#N ([3-(4-bromo-2-cyano-phenyl)-5-methyl-3H-imidazol-4-ylmethyl]-trimethyl-ammonium), [I-] (iodide), O=C1C=CN(C=C1)CC(=O)NN ((4-oxo-4H-pyridin-1-yl)-acetic acid hydrazide). Yields the product CO.C(C)(C)OC(C)C (methanol diisopropylether), title compound. The yield is 33.0%. RXN SMILES: BrC1C=CC(N2[C:12](C[N+](C)(C)C)=[C:11]([CH3:18])N=C2)=C(C#N)C=1.[I-].[O:22]=[C:23]1[CH:28]=CN(CC(NN)=O)C=[CH:24]1>>[CH3:23][OH:22].[CH:23]([O:22][CH:11]([CH3:12])[CH3:18])([CH3:28])[CH3:24] |f:3.4|. Procedure: As described for example 84d, [3-(4-bromo-2-cyano-phenyl)-5-methyl-3H-imidazol-4-ylmethyl]-trimethyl-ammonium; iodide (example 84c) was reacted with (4-oxo-4H-pyridin-1-yl)-acetic acid hydrazide. After evaporation of the solvent the residue was concentrated and chromatographed (SiO2, dichloromethane:methanol=100:0 to 92:8). Trituration with methanol/diisopropylether afforded the title compound as an off-white solid (yield: 33%). MS: m/e=425.0/423.0 [M+H]+. Solvent: CCO (EtOH). Isolated yield 74.9%. Reported procedure: A mixture of 2-bromoacetophenone (2 g, 10 mmol) and 2-cyanothioacetamide (1 g, 10 mmol) in EtOH (25 mL) was heated to 80° C. for 4 h. The reaction mixture was cooled to room temperature and poured into an aqueous ammonia solution (final pH was >7). The mixture was then extracted with EtOAc and the organic layer was washed with H2O and brine. Solvent was removed under reduced pressure and the crude product was purified by flash column chromatography (silica gel 230-400 mesh, eluent 8% EtOAc in pe... The reactants are BrCC(=O)C1=CC=CC=C1 (2-bromoacetophenone), C(#N)CC(=S)N (2-cyanothioacetamide), N (ammonia). RXN SMILES: Br[CH2:2][C:3]([C:5]1[CH:10]=[CH:9][CH:8]=[CH:7][CH:6]=1)=O.[C:11]([CH2:13][C:14]([NH2:16])=[S:15])#[N:12].N>CCO>[C:5]1([C:3]2[N:16]=[C:14]([CH2:13][C:11]#[N:12])[S:15][CH:2]=2)[CH:10]=[CH:9][CH:8]=[CH:7][CH:6]=1. Conditions: temperature 80 celsius. Product: C1(=CC=CC=C1)C=1N=C(SC1)CC#N (2-(4-phenylthiazol-2-yl)acetonitrile). Reagents/catalysts: [Pd] (palladium on carbon). The solvent is CO (MeOH), ClCCl (dichloromethane). Reported procedure: The product of Step 5 (37.7 g, 103.5 mmol) in MeOH (350 mL) and dichloromethane (350 mL) was hydrogenated for overnight with a balloon of hydrogen gas in the presence of 10% palladium on carbon (3.5 g). After filtration of the catalyst through a pad of Celite, the filtrate was concentrated in vacuo to afford the title compound as a crude foam (˜35 g, quantitative). 1H NMR (400 MHz, MeOD) δ ppm 7.56 (s, 1H), 7.39-7.40 (m, 1H), 7.19-7.34 (m, 5H), 7.07-7.11 (m, 1H), 6.73 (dt, 1H, 1.8 Hz, 7.1 Hz), 6... The product is NC=1C(=CC(=NC1)OC=1C=C(C=CC1)NC(C)=O)NC1=CC=CC=C1 (N-(3-{[5-Amino-4-(phenylamino)-2-pyridinyl]oxy}phenyl)acetamide). RXN SMILES: [N+:1]([C:4]1[C:5]([NH:21][C:22]2[CH:27]=[CH:26][CH:25]=[CH:24][CH:23]=2)=[CH:6][C:7]([O:10][C:11]2[CH:12]=[C:13]([NH:17][C:18](=[O:20])[CH3:19])[CH:14]=[CH:15][CH:16]=2)=[N:8][CH:9]=1)([O-])=O.[H][H]>CO.ClCCl.[Pd]>[NH2:1][C:4]1[C:5]([NH:21][C:22]2[CH:27]=[CH:26][CH:25]=[CH:24][CH:23]=2)=[CH:6][C:7]([O:10][C:11]2[CH:12]=[C:13]([NH:17][C:18](=[O:20])[CH3:19])[CH:14]=[CH:15][CH:16]=2)=[N:8][CH:9]=1. Starting materials: [N+](=O)([O-])C=1C(=CC(=NC1)OC=1C=C(C=CC1)NC(C)=O)NC1=CC=CC=C1 (N-(3-{[5-Nitro-4-(phenylamino)-2-pyridinyl]oxy}phenyl)acetamide), [H][H] (hydrogen). Starting materials: SC1=NNC=N1 (3-mercapto-1,2,4-triazole), CN1N=NN=C1SC1=C/C(/C2=CC=CC=C2C1=O)=N\S(=O)(=O)C1=CC=C(C=C1)C1=CC=CC=C1 ((E)-N-(3-(1-methyl-1H-tetrazol-5-ylthio)-4-oxonaphthalen-1(4H)-ylidene)biphenyl-4-sulfonamide), ClC=1C=C(C=CC1Cl)S(=O)(=O)/N=C/1\C=C(C(C2=CC=CC=C12)=O)Cl ((E)-3,4-dichloro-N-(3-chloro-4-oxonaphthalen-1(4H)-ylidene)benzenesulfonamide). Yields the product N1N=C(N=C1)SC1=C/C(/C2=CC=CC=C2C1=O)=N\S(=O)(=O)C1=CC(=C(C=C1)Cl)Cl ((E)-N-(3-(1H-1,2,4-triazol-3-ylthio)-4-oxonaphthalen-1(4H)-ylidene)-3,4-dichlorobenzenesulfonamide), CN1N=NN=C1SC1=C/C(/C2=CC=CC=C2C1=O)=N\S(=O)(=O)C1=CC=C(C=C1)C1=CC=CC=C1 ((E)-N-(3-(1-methyl-1H-tetrazol-5-ylthio)-4-oxonaphthalen-1(4H)-ylidene)biphenyl-4-sulfonamide). The yield is 29.9%. RXN SMILES: [CH3:1][N:2]1[C:6]([S:7][C:8]2[C:17](=[O:18])[C:16]3[C:11](=[CH:12][CH:13]=[CH:14][CH:15]=3)/[C:10](=[N:19]/[S:20]([C:23]3[CH:28]=[CH:27][C:26]([C:29]4[CH:34]=[CH:33][CH:32]=[CH:31][CH:30]=4)=[CH:25][CH:24]=3)(=[O:22])=[O:21])/[CH:9]=2)=[N:5][N:4]=[N:3]1.[Cl:35][C:36]1[CH:37]=[C:38]([S:43](/[N:46]=[C:47]2\[CH:48]=[C:49](Cl)[C:50](=[O:57])[C:51]3[C:56]\2=[CH:55][CH:54]=[CH:53][CH:52]=3)(=[O:45])=[O:44])[CH:39]=[CH:40][C:41]=1[Cl:42].SC1N=CNN=1>>[NH:4]1[CH:1]=[N:2][C:6]([S:7][C:49]2[C:50](=[O:57])[C:51]3[C:56](=[CH:55][CH:54]=[CH:53][CH:52]=3)/[C:47](=[N:46]/[S:43]([C:38]3[CH:39]=[CH:40][C:41]([Cl:42])=[C:36]([Cl:35])[CH:37]=3)(=[O:45])=[O:44])/[CH:48]=2)=[N:5]1.[CH3:1][N:2]1[C:6]([S:7][C:8]2[C:17](=[O:18])[C:16]3[C:11](=[CH:12][CH:13]=[CH:14][CH:15]=3)/[C:10](=[N:19]/[S:20]([C:23]3[CH:28]=[CH:27][C:26]([C:29]4[CH:34]=[CH:33][CH:32]=[CH:31][CH:30]=4)=[CH:25][CH:24]=3)(=[O:21])=[O:22])/[CH:9]=2)=[N:5][N:4]=[N:3]1. Procedure: (E)-N-(3-(1H-1,2,4-triazol-3-ylthio)-4-oxonaphthalen-1(4H)-ylidene)-3,4-dichlorobenzenesulfonamide (13ag) was prepared according to the procedure for 13x except using 12g and 3-mercapto-1,2,4-triazole, affording 27.8 mg (29.9%) title compound as a yellow solid.